This data is from the Open Reaction Database (ORD), a public repository of structured organic reaction records. The task is: describe an organic reaction: reactants, conditions, products, and yield Starting materials: [H-].[Al+3].[Li+].[H-].[H-].[H-] (Lithium aluminum hydride), CON(C(=O)[C@@H]1N(CC2=CC=CC=C2C1)C(=O)OC(C)(C)C)C ((3R)-tert-butyl 3-(methoxy(methyl)carbamoyl)-3,4-dihydroisoquinoline-2(1H)-carboxylate). Run in CCOCC (ether). Conditions: temperature 0 celsius. Yields the product C(=O)[C@@H]1N(CC2=CC=CC=C2C1)C(=O)OC(C)(C)C ((3R)-tert-butyl 3-formyl-3,4-dihydroisoquinoline-2(1H)-carboxylate). The yield is 99.5%. Reaction SMILES: [H-].[Al+3].[Li+].[H-].[H-].[H-].CON(C)[C:10]([C@H:12]1[CH2:21][C:20]2[C:15](=[CH:16][CH:17]=[CH:18][CH:19]=2)[CH2:14][N:13]1[C:22]([O:24][C:25]([CH3:28])([CH3:27])[CH3:26])=[O:23])=[O:11]>CCOCC>[CH:10]([C@H:12]1[CH2:21][C:20]2[C:15](=[CH:16][CH:17]=[CH:18][CH:19]=2)[CH2:14][N:13]1[C:22]([O:24][C:25]([CH3:28])([CH3:27])[CH3:26])=[O:23])=[O:11] |f:0.1.2.3.4.5|. Procedure details: Lithium aluminum hydride (1 M in THF, 5.3 ml, 5.3 mmol) was added to a solution of (3R)-tert-butyl 3-(methoxy(methyl)carbamoyl)-3,4-dihydroisoquinoline-2(1H)-carboxylate (1.7 g, 5.0 mmol theory) in ether (16 ml) stirring at 0° C. under nitrogen. After stirring at 0° C. for 1 h, the reaction was slowly quenched with water (0.40 ml). Sodium hydroxide (1N, 0.80 ml) followed by water (0.60 ml) were then added and the resultant gelatinous precipitate was filtered through Celite® rinsing with ether an...